From a dataset of the Open Reaction Database (ORD), a public repository of structured organic reaction records. describe an organic reaction: reactants, conditions, products, and yield Reactants: B(Br)(Br)Br (boron tribromide), CO (methanol), C(C)N(CCN1N=C2C=3C(=C(C=CC13)NCCN1C(C3=CC=CC=C3C1=O)=O)SC1=C2C=CC(=C1)OC)CC (2-[2-[[2-[2-(Diethylamino)ethyl]-8-methoxy-2H-[1]benzothiopyrano[4,3,2-cd]indazol-5-yl]amino]ethyl]-1H-isoindole-1,3(2H)-dione), solution, B(Br)(Br)Br (boron tribromide). The solvent is ClCCl (dichloromethane), ClCCl (dichloromethane). Reaction conditions: time 3 hour. Product: Br.Br.C(C)N(CCN1N=C2C=3C(=C(C=CC13)NCCN1C(C3=CC=CC=C3C1=O)=O)SC1=C2C=CC(=C1)O)CC (2-[2-[[2-[2-(Diethylamino)ethyl]-8-hydroxy-2H-[1]benzothiopyrano[4,3,2-cd]indazol-5-yl]amino]ethyl]-1H-isoindole-1,3(2H)-dione, dihydrobromide). Yield: 70.8%. As a reaction SMILES: [CH2:1]([N:3]([CH2:38][CH3:39])[CH2:4][CH2:5][N:6]1[C:14]2[CH:13]=[CH:12][C:11]([NH:15][CH2:16][CH2:17][N:18]3[C:26](=[O:27])[C:25]4[C:20](=[CH:21][CH:22]=[CH:23][CH:24]=4)[C:19]3=[O:28])=[C:10]3[S:29][C:30]4[CH:35]=[C:34]([O:36]C)[CH:33]=[CH:32][C:31]=4[C:8]([C:9]=23)=[N:7]1)[CH3:2].B(Br)(Br)[Br:41].CO>ClCCl>[BrH:41].[BrH:41].[CH2:38]([N:3]([CH2:1][CH3:2])[CH2:4][CH2:5][N:6]1[C:14]2[CH:13]=[CH:12][C:11]([NH:15][CH2:16][CH2:17][N:18]3[C:19](=[O:28])[C:20]4[C:25](=[CH:24][CH:23]=[CH:22][CH:21]=4)[C:26]3=[O:27])=[C:10]3[S:29][C:30]4[CH:35]=[C:34]([OH:36])[CH:33]=[CH:32][C:31]=4[C:8]([C:9]=23)=[N:7]1)[CH3:39] |f:4.5.6|. Procedure: A 25° C. solution of 324.1 g (0.598 mol) of 2-[2-[[2-[2-(diethylamino)ethyl]-8-methoxy-2H-[1]benzothiopyrano[4,3,2-cd]indazol-5-yl]amino]ethyl]-1H-isoindole-1,3(2H)-dione (2) in 7.45 L of dichloromethane was treated dropwise over 2 hr with 2.1 L (2.1 mol) of a 1M solution of boron tribromide in dichloromethane. The mixture was heated at reflux for 6.75 hr, treated with an additional 300 mL (0.3 mol) of boron tribromide solution, then further heated overnight. The refluxing mixture was treated ca... Starting materials: COC(=O)CCc1cccc(CN)c1, Cl, O=Cc1ccc(-c2cccnc2)cc1. The product is COC(=O)CCc1cccc(CNCc2ccc(-c3cccnc3)cc2)c1. RXN SMILES: [CH3:2][O:3][C:4]([CH2:5][CH2:6][c:7]1[cH:8][c:9]([CH2:13][NH2:14])[cH:10][cH:11][cH:12]1)=[O:15].[ClH:1].[n:16]1[cH:17][c:18](-[c:22]2[cH:23][cH:24][c:25]([CH:26]=[O:27])[cH:28][cH:29]2)[cH:19][cH:20][cH:21]1>>[CH3:2][O:3][C:4]([CH2:5][CH2:6][c:7]1[cH:8][c:9]([CH2:13][NH:14][CH2:26][c:25]2[cH:24][cH:23][c:22](-[c:18]3[cH:17][n:16][cH:21][cH:20][cH:19]3)[cH:29][cH:28]2)[cH:10][cH:11][cH:12]1)=[O:15]. Reactants: COC1=C(C(=O)O)C=C(C=C1)CS(=O)C (2-methoxy-5-(methylsulfinylmethyl)benzoic acid), Cl.C(C)OCCN1C(=NC2=C1C=CC=C2)N2CCN(CCC2)CCC2(CNCC2)C2=CC=CC=C2 (3-(2-(4-(1-(2-ethoxyethyl)-1H-benzimidazol-2-yl)[1,4]diazepan-1-yl)ethyl)-3-phenylpyrrolidine hydrochloric acid salt). The product is COC1=C(C(=O)N2CC(CC2)(C2=CC=CC=C2)CCN2CCN(CCC2)C2=NC3=C(N2CCOCC)C=CC=C3)C=C(C=C1)CS(=O)C (1-(2-Methoxy-5-(methylsulfinylmethyl)benzoyl)-3-(2-(4-(1-(2-ethoxyethyl)-1H-benzimidazol-2-yl)[1,4]diazepan-1-yl)ethyl)-3-phenylpyrrolidine). RXN SMILES: [CH3:1][O:2][C:3]1[CH:11]=[CH:10][C:9]([CH2:12][S:13]([CH3:15])=[O:14])=[CH:8][C:4]=1[C:5]([OH:7])=O.Cl.[CH2:17]([O:19][CH2:20][CH2:21][N:22]1[C:26]2[CH:27]=[CH:28][CH:29]=[CH:30][C:25]=2[N:24]=[C:23]1[N:31]1[CH2:37][CH2:36][CH2:35][N:34]([CH2:38][CH2:39][C:40]2([C:45]3[CH:50]=[CH:49][CH:48]=[CH:47][CH:46]=3)[CH2:44][CH2:43][NH:42][CH2:41]2)[CH2:33][CH2:32]1)[CH3:18]>>[CH3:1][O:2][C:3]1[CH:11]=[CH:10][C:9]([CH2:12][S:13]([CH3:15])=[O:14])=[CH:8][C:4]=1[C:5]([N:42]1[CH2:43][CH2:44][C:40]([CH2:39][CH2:38][N:34]2[CH2:35][CH2:36][CH2:37][N:31]([C:23]3[N:22]([CH2:21][CH2:20][O:19][CH2:17][CH3:18])[C:26]4[CH:27]=[CH:28][CH:29]=[CH:30][C:25]=4[N:24]=3)[CH2:32][CH2:33]2)([C:45]2[CH:50]=[CH:49][CH:48]=[CH:47][CH:46]=2)[CH2:41]1)=[O:7] |f:1.2|. Reported procedure: Prepare by the method of Example 56.1 using 2-methoxy-5-(methylsulfinylmethyl)benzoic acid and 3-(2-(4-(1-(2-ethoxyethyl)-1H-benzimidazol-2-yl)[1,4]diazepan-1-yl)ethyl)-3-phenylpyrrolidine hydrochloric acid salt (prepared from (−)-3-phenyl-3-(2-hydroxyethyl)pyrrolidine(R,R)-di-p-anisoyltartaric acid salt) to give the title compound. Starting materials: BrCc1ccccc1, CCOC(C)=O, COc1ccc(C(C)C)cc1-c1ccc(C(F)(F)F)cc1C1CNC(=O)O1, [H-], [Na+], CN(C)C=O, O. The product is COc1ccc(C(C)C)cc1-c1ccc(C(F)(F)F)cc1C1CN(Cc2ccccc2)C(=O)O1. RXN SMILES: [Br:30][CH2:31][c:32]1[cH:33][cH:34][cH:35][cH:36][cH:37]1.[CH3:43][CH2:44][O:45][C:46]([CH3:47])=[O:48].[CH:1]([CH3:2])([CH3:3])[c:4]1[cH:5][cH:6][c:7]([O:26][CH3:27])[c:8](-[c:10]2[c:11]([CH:20]3[CH2:21][NH:22][C:23](=[O:25])[O:24]3)[cH:12][c:13]([C:16]([F:17])([F:18])[F:19])[cH:14][cH:15]2)[cH:9]1.[H-:28].[Na+:29].[O:38]=[CH:39][N:40]([CH3:41])[CH3:42].[OH2:49]>>[CH:1]([CH3:2])([CH3:3])[c:4]1[cH:5][cH:6][c:7]([O:26][CH3:27])[c:8](-[c:10]2[c:11]([CH:20]3[CH2:21][N:22]([CH2:31][c:32]4[cH:33][cH:34][cH:35][cH:36][cH:37]4)[C:23](=[O:25])[O:24]3)[cH:12][c:13]([C:16]([F:17])([F:18])[F:19])[cH:14][cH:15]2)[cH:9]1. Run in CO (methanol). Reaction SMILES: [NH2:1][NH:2][C:3]([NH:5][NH2:6])=[O:4].C([O-])(O)=O.[Na+].[CH3:12][S:13](Cl)(=[O:15])=[O:14].[Cl-].[Na+]>CO>[CH3:12][S:13]([NH:1][NH:2][C:3]([NH:5][NH:6][S:13]([CH3:12])(=[O:15])=[O:14])=[O:4])(=[O:15])=[O:14] |f:1.2,4.5|. Procedure: A mixture of 45 g (0.5 mole) carbohydrazide, 84 g NaHCO3 (1.0 mole) and 50 ml methanol was stirred as 114.5 g (1.0 mole) methane sulfonyl chloride was added over 30 minutes. The temperature rose from 25° to 40° C. The stirring was continued for 15 minutes (temp. 44° C). The mixture was then heated to 65° C for two hours, and was then cooled to 25° C and the solid product (including sodium chloride was filtered and washed with methanol and dried. Yield: 146 g. The material was first suspended in ... Reaction conditions: temperature 65 celsius, time 15 minute. Yields the product CS(=O)(=O)NNC(=O)NNS(=O)(=O)C (1,5-bis(methanesulfonyl) carbohydrazide). Starting materials: [Cl-].[Na+] (sodium chloride), NNC(=O)NN (carbohydrazide), C(=O)(O)[O-].[Na+] (NaHCO3), CS(=O)(=O)Cl (methane sulfonyl chloride).